From a dataset of the Open Reaction Database (ORD), a public repository of structured organic reaction records. describe an organic reaction: reactants, conditions, products, and yield Reactants: NCC1=NC=CC=C1 (2-(aminomethyl)pyridine), C(C)(=O)O[BH-](OC(C)=O)OC(C)=O.[Na+] (sodium triacetoxyborohydride), ClC1=C2CNC(C2=C(C=C1)C=1N(C2=CC=C(C=C2C1)C=O)C(=O)OC(C)(C)C)=O (4-chloro-7-[1-(tert-butoxycarbonyl)-5-formylindol-2-yl]isoindolinone). Solvent: ClCCl (dichloromethane). The product is ClC1=C2CNC(C2=C(C=C1)C=1N(C2=CC=C(C=C2C1)CNCC1=NC=CC=C1)C(=O)OC(C)(C)C)=O (4-chloro-7-(1-(tert-butoxycarbonyl)-5-[(pyridin-2-ylmethyl)amino methyl]indol-2-yl)isoindolinone). RXN SMILES: [Cl:1][C:2]1[CH:10]=[CH:9][C:8]([C:11]2[N:12]([C:22]([O:24][C:25]([CH3:28])([CH3:27])[CH3:26])=[O:23])[C:13]3[C:18]([CH:19]=2)=[CH:17][C:16]([CH:20]=O)=[CH:15][CH:14]=3)=[C:7]2[C:3]=1[CH2:4][NH:5][C:6]2=[O:29].[NH2:30][CH2:31][C:32]1[CH:37]=[CH:36][CH:35]=[CH:34][N:33]=1.C(O[BH-](OC(=O)C)OC(=O)C)(=O)C.[Na+]>ClCCl>[Cl:1][C:2]1[CH:10]=[CH:9][C:8]([C:11]2[N:12]([C:22]([O:24][C:25]([CH3:28])([CH3:27])[CH3:26])=[O:23])[C:13]3[C:18]([CH:19]=2)=[CH:17][C:16]([CH2:20][NH:30][CH2:31][C:32]2[CH:37]=[CH:36][CH:35]=[CH:34][N:33]=2)=[CH:15][CH:14]=3)=[C:7]2[C:3]=1[CH2:4][NH:5][C:6]2=[O:29] |f:2.3|. Procedure details: In a similar manner to Step 1 of Example 56, 4-chloro-7-[1-(tert-butoxycarbonyl)-5-formylindol-2-yl]isoindolinone (20.0 mg, 0.0487 mmol) was dissolved in dichloromethane (0.5 mL). The solution was treated with 2-(aminomethyl)pyridine (0.010 mL, 0.097 mmol) and sodium triacetoxyborohydride (32 mg, 0.15 mmol) to obtain 4-chloro-7-(1-(tert-butoxycarbonyl)-5-[(pyridin-2-ylmethyl)amino methyl]indol-2-yl)isoindolinone. Starting materials: O (water), [OH-].[Na+] (sodium hydroxide), C(C)N(C(C)=O)CC1(CCOCC1)C1=CC=C(C=C1)OCCCN1CCCC1 (N-ethyl-N-({4-[4-(3-pyrrolidin-1-ylpropoxy)phenyl]tetrahydro-2H-pyran-4-yl}methyl)acetamide), [H-].[H-].[H-].[H-].[Li+].[Al+3] (LiAlH4), O (water). The solvent is O1CCCC1 (tetrahydrofuran). The product is N (ammonia), C(C)N(CC)CC1(CCOCC1)C1=CC=C(C=C1)OCCCN1CCCC1 (N-ethyl-N-({4-[4-(3-pyrrolidin-1-ylpropoxy)phenyl]tetrahydro-2H-pyran-4-yl}methyl)ethanamine). Yield: 106.1%. RXN SMILES: [CH2:1]([N:3]([CH2:7][C:8]1([C:14]2[CH:19]=[CH:18][C:17]([O:20][CH2:21][CH2:22][CH2:23][N:24]3[CH2:28][CH2:27][CH2:26][CH2:25]3)=[CH:16][CH:15]=2)[CH2:13][CH2:12][O:11][CH2:10][CH2:9]1)[C:4](=O)[CH3:5])[CH3:2].[H-].[H-].[H-].[H-].[Li+].[Al+3].O.[OH-].[Na+]>O1CCCC1>[NH3:3].[CH2:1]([N:3]([CH2:7][C:8]1([C:14]2[CH:15]=[CH:16][C:17]([O:20][CH2:21][CH2:22][CH2:23][N:24]3[CH2:25][CH2:26][CH2:27][CH2:28]3)=[CH:18][CH:19]=2)[CH2:9][CH2:10][O:11][CH2:12][CH2:13]1)[CH2:4][CH3:5])[CH3:2] |f:1.2.3.4.5.6,8.9|. Procedure: A solution of N-ethyl-N-({4-[4-(3-pyrrolidin-1-ylpropoxy)phenyl]tetrahydro-2H-pyran-4-yl}methyl)acetamide (119 mg, 0.307 mmol) in tetrahydrofuran (1 mL) was added dropwise at 0° C. to a solution of LiAlH4 (1.0M in diethylether, 0.614 mL, 0.614 mmol) under an atmosphere of nitrogen. The reaction mixture was allowed to warm to ambient temperature overnight. The reaction mixture was cooled to 0° C., water (0.5 mL) was then added dropwise followed by sodium hydroxide (2.0M, 0.5 mL) and water (0.5 mL... Product: CC(=O)NC1(c2ccccc2)CCN(CCC2CC2(C(=O)N(C)Cc2ccc(F)cc2)c2ccc(Cl)c(Cl)c2)CC1. Reactants: O=C([O-])[O-], CC#N, Cl, CN(Cc1ccc(F)cc1)C(=O)C1(c2ccc(Cl)c(Cl)c2)CC1CCCl, [I-], [K+], [K+], [K+], CC(=O)NC1(c2ccccc2)CCNCC1. RXN SMILES: [C:29](=[O:30])([O-:31])[O-:32].[CH3:52][C:53]#[N:54].[ClH:35].[F:1][c:2]1[cH:3][cH:4][c:5]([CH2:6][N:7]([C:8](=[O:9])[C:10]2([c:16]3[cH:17][c:18]([Cl:23])[c:19]([Cl:22])[cH:20][cH:21]3)[CH:11]([CH2:13][CH2:14][Cl:15])[CH2:12]2)[CH3:24])[cH:25][cH:26]1.[I-:28].[K+:27].[K+:33].[K+:34].[c:36]1([C:42]2([NH:48][C:49]([CH3:50])=[O:51])[CH2:43][CH2:44][NH:45][CH2:46][CH2:47]2)[cH:37][cH:38][cH:39][cH:40][cH:41]1>>[F:1][c:2]1[cH:3][cH:4][c:5]([CH2:6][N:7]([C:8](=[O:9])[C:10]2([c:16]3[cH:17][c:18]([Cl:23])[c:19]([Cl:22])[cH:20][cH:21]3)[CH:11]([CH2:13][CH2:14][N:45]3[CH2:44][CH2:43][C:42]([c:36]4[cH:37][cH:38][cH:39][cH:40][cH:41]4)([NH:48][C:49]([CH3:50])=[O:51])[CH2:47][CH2:46]3)[CH2:12]2)[CH3:24])[cH:25][cH:26]1. Reactants: [N+](=O)([O-])C1=CC=C(COC(=O)N2[C@@H](C[C@H](C2)O)COC(C)=O)C=C1 ((2S,4R)-1-p-nitrobenzyloxycarbonyl-2-acetoxymethyl-4-hydroxypyrrolidine), C(C)(=O)O (acetic acid), [H][H] (hydrogen). The reagents and catalysts are [C].[Pd] (palladium-carbon). Run in C(C)O (ethanol). Yields the product C(C)(=O)O.C(C)(=O)OC[C@H]1NC[C@@H](C1)O ((2S,4R)-2-acetoxymethyl-4-hydroxypyrrolidine acetate). As a reaction SMILES: [N+](C1C=CC(COC([N:12]2[CH2:16][C@H:15]([OH:17])[CH2:14][C@H:13]2[CH2:18][O:19][C:20](=[O:22])[CH3:21])=O)=CC=1)([O-])=O.C(O)(=O)C.[H][H]>C(O)C.[C].[Pd]>[C:20]([OH:22])(=[O:19])[CH3:21].[C:20]([O:19][CH2:18][C@@H:13]1[CH2:14][C@@H:15]([OH:17])[CH2:16][NH:12]1)(=[O:22])[CH3:21] |f:4.5,6.7|. Reported procedure: To a solution of (2S,4R)-1-p-nitrobenzyloxycarbonyl-2-acetoxymethyl-4-hydroxypyrrolidine (1.55 g) in ethanol (23 ml), 10% palladium-carbon (233 mg) and acetic acid (330 mg) were added. The mixture was stirred at room temperature for 2 hours under an atmospheric pressure of hydrogen. The reaction mixture was filtered to remove the catalyst. The filtrate was concentrated to remove the solvent. The residue was combined with water, washed with dichloromethane and concentrated to give (2S,4R)-2-aceto... Starting materials: ClC=1C=CC(=C(N)C1)C1=NN=NN1 (5-Chloro-2-(1H-tetrazol-5-yl)aniline), ClC1=CC=C(C(=O)Cl)C=C1 (4-chlorobenzoyl chloride). Product: ClC1=CC=C(C(=O)NC2=C(C=CC(=C2)Cl)C2=NN=NN2)C=C1 (4-Chloro-N-(5-chloro-2-(1H-tetrazol-5-yl)phenyl)benzamide). Isolated yield 37.0%. Reaction SMILES: [Cl:1][C:2]1[CH:3]=[CH:4][C:5]([C:9]2[NH:13][N:12]=[N:11][N:10]=2)=[C:6]([CH:8]=1)[NH2:7].[Cl:14][C:15]1[CH:23]=[CH:22][C:18]([C:19](Cl)=[O:20])=[CH:17][CH:16]=1>>[Cl:14][C:15]1[CH:23]=[CH:22][C:18]([C:19]([NH:7][C:6]2[CH:8]=[C:2]([Cl:1])[CH:3]=[CH:4][C:5]=2[C:9]2[NH:13][N:12]=[N:11][N:10]=2)=[O:20])=[CH:17][CH:16]=1. Procedure details: The title compound was prepared essentially according to the method of Example 4, but using 5-Chloro-2-(1H-tetrazol-5-yl)aniline (1.0 mmol) and 4-chlorobenzoyl chloride to yield the desired product (126.3 mg, 37%). 1H NMR (400 MHz, d6-DMSO): δ 13.62 (s, 1H), 8.87 (s, 1H), 8.22 (m, 3H), 7.72 (s, 2H), 7.25 (s, 1H). MS (EI) for C14H9Cl2N5O: 334.165 (M+H). Reactants: CC1=C(C(=C2C(=N1)SC1=C2CCCC1)C1=CC=C(C=C1)C)C(C(=O)OC)CC(C)(C)C (methyl [2-methyl-4-(p-tolyl)-5,6,7,8-tetrahydro[1]benzothieno[2,3-b]pyridin-3-yl]-4,4-dimethylpentanoate), [OH-].[Na+] (sodium hydroxide), [OH-].[Na+] (sodium hydroxide), C(C)O (ethanol). The solvent is CO (methanol). Run at temperature 60 celsius. The product is CC1=C(C(=C2C(=N1)SC1=C2CCCC1)C1=CC=C(C=C1)C)C(C(=O)O)CC(C)(C)C (2-[2-Methyl-4-(p-tolyl)-5,6,7,8-tetrahydro[1]benzothieno[2,3-b]pyridin-3-yl]-4,4-dimethylpentanoic acid). Yield: 66.6%. Reaction SMILES: [CH3:1][C:2]1[N:7]=[C:6]2[S:8][C:9]3[CH2:14][CH2:13][CH2:12][CH2:11][C:10]=3[C:5]2=[C:4]([C:15]2[CH:20]=[CH:19][C:18]([CH3:21])=[CH:17][CH:16]=2)[C:3]=1[CH:22]([CH2:27][C:28]([CH3:31])([CH3:30])[CH3:29])[C:23]([O:25]C)=[O:24].[OH-].[Na+].C(O)C>CO>[CH3:1][C:2]1[N:7]=[C:6]2[S:8][C:9]3[CH2:14][CH2:13][CH2:12][CH2:11][C:10]=3[C:5]2=[C:4]([C:15]2[CH:16]=[CH:17][C:18]([CH3:21])=[CH:19][CH:20]=2)[C:3]=1[CH:22]([CH2:27][C:28]([CH3:31])([CH3:30])[CH3:29])[C:23]([OH:25])=[O:24] |f:1.2|. Procedure: To a solution of methyl [2-methyl-4-(p-tolyl)-5,6,7,8-tetrahydro[1]benzothieno[2,3-b]pyridin-3-yl]-4,4-dimethylpentanoate (0.039 g; 0.089 mmol) in methanol (2.7 mL) was added a 5% sodium hydroxide solution (2.68 mmol; 2.15 mL) and the reaction mixture was heated at 60° C. 18 h. An extra volume of 5% sodium hydroxide solution (1 mL) and ethanol (1 mL) were added and the reaction mixture was heated at 60° C. for 12 additional hours. After cooling, the volatiles were removed under reduced pressure ... Reactants: CO, CC1(C)OCC(Cn2c(C(C)(C)CO)cc3cc(NC(=O)C4(c5ccc6c(c5)OC(F)(F)O6)CC4)c(F)cc32)O1, O. The product is CC(C)(CO)c1cc2cc(NC(=O)C3(c4ccc5c(c4)OC(F)(F)O5)CC3)c(F)cc2n1CC(O)CO. RXN SMILES: [CH3:42][OH:43].[F:1][C:2]1([F:40])[O:3][c:4]2[c:5]([cH:7][cH:8][c:9]([C:11]3([C:14](=[O:15])[NH:16][c:17]4[cH:18][c:19]5[cH:20][c:21]([C:35]([CH2:36][OH:37])([CH3:38])[CH3:39])[n:22]([CH2:27][CH:28]6[O:29][C:30]([CH3:33])([CH3:34])[O:31][CH2:32]6)[c:23]5[cH:24][c:25]4[F:26])[CH2:12][CH2:13]3)[cH:10]2)[O:6]1.[OH2:41]>>[F:1][C:2]1([F:40])[O:3][c:4]2[c:5]([cH:7][cH:8][c:9]([C:11]3([C:14](=[O:15])[NH:16][c:17]4[cH:18][c:19]5[cH:20][c:21]([C:35]([CH2:36][OH:37])([CH3:38])[CH3:39])[n:22]([CH2:27][CH:28]([OH:29])[CH2:32][OH:31])[c:23]5[cH:24][c:25]4[F:26])[CH2:12][CH2:13]3)[cH:10]2)[O:6]1. Reactants: CCCCC(=O)O, FC(F)(F)c1nnc2n1N=C(N1CCC(c3ccc(OCCN4CCNCC4)cc3)CC1)CC2. Yields the product CCCCC(=O)N1CCN(CCOc2ccc(C3CCN(C4=Nn5c(nnc5C(F)(F)F)CC4)CC3)cc2)CC1. RXN SMILES: [CH3:35][CH2:36][CH2:37][CH2:38][C:39]([OH:40])=[O:41].[N:1]1([CH2:7][CH2:8][O:9][c:10]2[cH:11][cH:12][c:13]([CH:16]3[CH2:17][CH2:18][N:19]([C:22]4=[N:27][n:26]5[c:25]([n:30][n:29][c:28]5[C:31]([F:32])([F:33])[F:34])[CH2:24][CH2:23]4)[CH2:20][CH2:21]3)[cH:14][cH:15]2)[CH2:2][CH2:3][NH:4][CH2:5][CH2:6]1>>[N:1]1([CH2:7][CH2:8][O:9][c:10]2[cH:11][cH:12][c:13]([CH:16]3[CH2:17][CH2:18][N:19]([C:22]4=[N:27][n:26]5[c:25]([n:30][n:29][c:28]5[C:31]([F:32])([F:33])[F:34])[CH2:24][CH2:23]4)[CH2:20][CH2:21]3)[cH:14][cH:15]2)[CH2:2][CH2:3][N:4]([C:39]([CH2:38][CH2:37][CH2:36][CH3:35])=[O:40])[CH2:5][CH2:6]1. The reactants are C(C)OC1=CC=C(OC2CN(C2)C2=CC=C(C=C2)[C@H](C)N)C=C1 ((S)-1-{4-[3-(4-ethoxy-phenoxy)-azetidin-1-yl]-phenyl}-ethylamine), TEA, BrC1=CC(OC1)=O (4-bromo-2(5H)-furanone). The solvent is C1CCOC1 (THF). Conditions: temperature 80 celsius, time 12 hour. Product: C(C)OC1=CC=C(OC2CN(C2)C2=CC=C(C=C2)[C@H](C)NC2=CC(OC2)=O)C=C1 ((S)-4-(1-{4-[3-(4-Ethoxy-phenoxy)-azetidin-1-yl]-phenyl}-ethylamino)-5H-furan-2-one). RXN SMILES: [CH2:1]([O:3][C:4]1[CH:23]=[CH:22][C:7]([O:8][CH:9]2[CH2:12][N:11]([C:13]3[CH:18]=[CH:17][C:16]([C@@H:19]([NH2:21])[CH3:20])=[CH:15][CH:14]=3)[CH2:10]2)=[CH:6][CH:5]=1)[CH3:2].Br[C:25]1[CH2:29][O:28][C:27](=[O:30])[CH:26]=1>C1COCC1>[CH2:1]([O:3][C:4]1[CH:23]=[CH:22][C:7]([O:8][CH:9]2[CH2:10][N:11]([C:13]3[CH:18]=[CH:17][C:16]([C@@H:19]([NH:21][C:25]4[CH2:29][O:28][C:27](=[O:30])[CH:26]=4)[CH3:20])=[CH:15][CH:14]=3)[CH2:12]2)=[CH:6][CH:5]=1)[CH3:2]. Reported procedure: To 0.040 g (0.13 mmol) (S)-1-{4-[3-(4-ethoxy-phenoxy)-azetidin-1-yl]-phenyl}-ethylamine (X.1) in 1.5 mL THF are added 54 μL (0.38 mmol) TEA and 0.021 g (0.13 mmol) 4-bromo-2(5H)-furanone. The mixture is stirred for 12 h at 80° C. After concentration in vacuo the residue is purified by HPLC (SunfireC18, MeOH/water (+0.3% formic acid)) to yield the desired product.